From a dataset of the Open Reaction Database (ORD), a public repository of structured organic reaction records. describe an organic reaction: reactants, conditions, products, and yield Starting materials: [Br-], CC[N+](CC)(CC)CCCBr, Cc1ccnc2ccccc12, CC#N. The product is [Br-], [Br-], CC[N+](CC)(CC)CCC[n+]1ccc(C)c2ccccc21. RXN SMILES: [Br-:12].[Br:13][CH2:14][CH2:15][CH2:16][N+:17]([CH2:18][CH3:19])([CH2:20][CH3:21])[CH2:22][CH3:23].[CH3:1][c:2]1[cH:3][cH:4][n:5][c:6]2[cH:7][cH:8][cH:9][cH:10][c:11]12.[CH3:24][C:25]#[N:26]>>[Br-:12].[Br-:13].[CH3:1][c:2]1[cH:3][cH:4][n+:5]([CH2:14][CH2:15][CH2:16][N+:17]([CH2:18][CH3:19])([CH2:20][CH3:21])[CH2:22][CH3:23])[c:6]2[cH:7][cH:8][cH:9][cH:10][c:11]12. The reactants are COC(=O)c1ccc(Cn2c(=O)c(Br)c(OCc3ccc(F)cc3F)c3ccccc32)cc1, CO, CC(=O)[O-], CC(=O)[O-], [Pd+2]. Product: COC(=O)c1ccc(Cn2c(=O)cc(OCc3ccc(F)cc3F)c3ccccc32)cc1. RXN SMILES: [Br:1][c:2]1[c:3](=[O:33])[n:4]([CH2:22][c:23]2[cH:24][cH:25][c:26]([C:27](=[O:28])[O:29][CH3:30])[cH:31][cH:32]2)[c:5]2[cH:6][cH:7][cH:8][cH:9][c:10]2[c:11]1[O:12][CH2:13][c:14]1[c:15]([F:21])[cH:16][c:17]([F:20])[cH:18][cH:19]1.[CH3:34][OH:35].[O-:37][C:38]([CH3:39])=[O:40].[O-:41][C:42]([CH3:43])=[O:44].[Pd+2:36]>>[cH:2]1[c:3](=[O:33])[n:4]([CH2:22][c:23]2[cH:24][cH:25][c:26]([C:27](=[O:28])[O:29][CH3:30])[cH:31][cH:32]2)[c:5]2[cH:6][cH:7][cH:8][cH:9][c:10]2[c:11]1[O:12][CH2:13][c:14]1[c:15]([F:21])[cH:16][c:17]([F:20])[cH:18][cH:19]1. Starting materials: Cl.N1CCC23CCC4=C(C12CCCC3)C=CC=C4 ((+/-)-2,3,4,5-Tetrahydro-3a,9b-butano-1H-benz[g]indolehydrochloride), C(C1=CC=CC=C1)=O (benzaldehyde). The product is Cl.C1(=CC=CC=C1)CN1CCC23CCC4=C(C12CCCC3)C=CC=C4 ((+/-)-2,3,4,5-tetrahydro-1-phenylmethyl-3a,9b-butano-1H-benz[g]indole hydrochloride). Isolated yield 42.0%. Reaction SMILES: [ClH:1].[NH:2]1[C:10]23[CH2:11][CH2:12][CH2:13][CH2:14][C:5]2([CH2:6][CH2:7][C:8]2[CH:18]=[CH:17][CH:16]=[CH:15][C:9]=23)[CH2:4][CH2:3]1.[CH:19](=O)[C:20]1[CH:25]=[CH:24][CH:23]=[CH:22][CH:21]=1>>[ClH:1].[C:20]1([CH2:19][N:2]2[C:10]34[CH2:11][CH2:12][CH2:13][CH2:14][C:5]3([CH2:6][CH2:7][C:8]3[CH:18]=[CH:17][CH:16]=[CH:15][C:9]=34)[CH2:4][CH2:3]2)[CH:25]=[CH:24][CH:23]=[CH:22][CH:21]=1 |f:0.1,3.4|. Procedure details: In a manner similar to that described in Example 32, the product from Example 23 (0.34 g, 1.50 mmol) and benzaldehyde are reacted. Workup, followed crystallization from ether and HCl gave the title compound (0.22 g, 42%) as a white solid mp 235°-237° C.